Dataset: the Open Reaction Database (ORD), a public repository of structured organic reaction records. Task: describe an organic reaction: reactants, conditions, products, and yield The reactants are CN(C)C=O (DMF), C(C)(C)(C)C1=CC=C(CNC(C(C)C2=CC(=C(C=C2)N)N)=O)C=C1 (N-(4-tert-butyl-benzyl)-2-(3,4-diamino-phenyl)-propionamide), C(=O)C=O (glyoxal), C(=O)C=O (glyoxal). Run in O (H2O). Product: C(C)(C)(C)C1=CC=C(CNC(C(C)C=2C=C3N=CC=NC3=CC2)=O)C=C1 (N-(4-tert-Butylbenzyl)-2-(quinoxalin-6-yl)propanamide). RXN SMILES: [C:1]([C:5]1[CH:24]=[CH:23][C:8]([CH2:9][NH:10][C:11](=[O:22])[CH:12]([C:14]2[CH:19]=[CH:18][C:17]([NH2:20])=[C:16]([NH2:21])[CH:15]=2)[CH3:13])=[CH:7][CH:6]=1)([CH3:4])([CH3:3])[CH3:2].CN(C=O)C.[CH:30]([CH:32]=O)=O>O>[C:1]([C:5]1[CH:24]=[CH:23][C:8]([CH2:9][NH:10][C:11](=[O:22])[CH:12]([C:14]2[CH:15]=[C:16]3[C:17](=[CH:18][CH:19]=2)[N:20]=[CH:32][CH:30]=[N:21]3)[CH3:13])=[CH:7][CH:6]=1)([CH3:2])([CH3:3])[CH3:4]. Procedure: To the flask of N-(4-tert-butyl-benzyl)-2-(3,4-diamino-phenyl)-propionamide (81 mg, 0.249 mmol) was added glyoxal (4 mL, 40% in water soln.) at room temperature, and additionally added DMF (4 mL) because SM was not soluble in glyoxal sufficiently. The reaction mixture was refluxed for 2 hrs then cooled to room temperature. The mixture was diluted with H2O (25 mL) and extracted with CH2Cl2. The organic layer was dried over MgSO4, filtered, and concentrated in vacuo. The residue was purified by fl... The reactants are CCN1CCN(c2cc(F)c(N)c(F)c2)CC1, CCN1CCN(C(=O)c2ccc(NC(=S)N3CCc4c(-c5cnc(N(Cc6ccc(OC)cc6)Cc6ccc(OC)cc6)nc5)nc(N5CCOCC5)nc43)cc2)CC1, COc1ccc(CN(Cc2ccc(OC)cc2)c2ncc(-c3nc(N4CCOCC4)nc4c3CCN4)cn2)cc1, S=C(Cl)Cl, CCN1CCN(C(=O)c2ccc(N)cc2)CC1. The product is CCN1CCN(C(=O)c2ccc(NC(=S)N3CCc4c(-c5cnc(N)nc5)nc(N5CCOCC5)nc43)cc2)CC1. As a reaction SMILES: [CH2:58]([N:59]1[CH2:60][CH2:61][N:62]([c:63]2[cH:64][c:65]([F:66])[c:67]([NH2:68])[c:69]([F:70])[cH:71]2)[CH2:72][CH2:73]1)[CH3:74].[CH2:79]([CH3:80])[N:81]1[CH2:82][CH2:83][N:84]([C:87](=[O:88])[c:89]2[cH:90][cH:91][c:92]([NH:95][C:96](=[S:97])[N:98]3[CH2:99][CH2:100][c:101]4[c:102]3[n:103][c:104]([N:132]3[CH2:133][CH2:134][O:135][CH2:136][CH2:137]3)[n:105][c:106]4-[c:107]3[cH:108][n:109][c:110]([N:113]([CH2:114][c:115]4[cH:116][cH:117][c:118]([O:119][CH3:120])[cH:121][cH:122]4)[CH2:123][c:124]4[cH:125][cH:126][c:127]([O:128][CH3:129])[cH:130][cH:131]4)[n:111][cH:112]3)[cH:93][cH:94]2)[CH2:85][CH2:86]1.[CH3:1][O:2][c:3]1[cH:4][cH:5][c:6]([CH2:7][N:8]([CH2:9][c:10]2[cH:11][cH:12][c:13]([O:14][CH3:15])[cH:16][cH:17]2)[c:18]2[n:19][cH:20][c:21](-[c:22]3[c:23]4[c:27]([n:28][c:29]([N:30]5[CH2:31][CH2:32][O:33][CH2:34][CH2:35]5)[n:36]3)[NH:26][CH2:25][CH2:24]4)[cH:37][n:38]2)[cH:39][cH:40]1.[Cl:75][C:76](=[S:77])[Cl:78].[NH2:41][c:42]1[cH:43][cH:44][c:45]([C:46]([N:47]2[CH2:48][CH2:49][N:50]([CH2:51][CH3:52])[CH2:53][CH2:54]2)=[O:55])[cH:56][cH:57]1>>[CH2:79]([CH3:80])[N:81]1[CH2:82][CH2:83][N:84]([C:87](=[O:88])[c:89]2[cH:90][cH:91][c:92]([NH:95][C:96](=[S:97])[N:98]3[CH2:99][CH2:100][c:101]4[c:102]3[n:103][c:104]([N:132]3[CH2:133][CH2:134][O:135][CH2:136][CH2:137]3)[n:105][c:106]4-[c:107]3[cH:108][n:109][c:110]([NH2:113])[n:111][cH:112]3)[cH:93][cH:94]2)[CH2:85][CH2:86]1. Starting materials: ClC(Cl)(Cl)OC(OC(Cl)(Cl)Cl)=O (bis(trichloromethyl)carbonate), N1=CC=CC=C1 (pyridine), O1CCCC1 (tetrahydrofuran), O1CCCC1 (tetrahydrofuran). Yields the product Cl.C(C)(=O)OCCNCC (2-(ethylamino)ethyl acetate hydrochloride). RXN SMILES: [Cl:1][C:2]([O:5][C:6](=[O:12])OC(Cl)(Cl)Cl)(Cl)Cl.[N:13]1[CH:18]=CC=[CH:15][CH:14]=1.O1CCC[CH2:20]1>>[ClH:1].[C:6]([O:5][CH2:2][CH2:18][NH:13][CH2:14][CH3:15])(=[O:12])[CH3:20] |f:3.4|. Procedure: To a solution (30 mL) of bis(trichloromethyl)carbonate (0.59 g) in tetrahydrofuran was dropwise added a solution (1 mL) of pyridine (0.49 mL) in tetrahydrofuran under ice-cooling. After stirring under ice-cooling for 10 min., 2-(ethylamino)ethyl acetate hydrochloride (0.67 g) obtained in Reference Example 20 was added. A solution (1 mL) of triethylamine (0.84 mL) in tetrahydrofuran was dropwise added and the mixture was stirred at room temperature for 1 hr. After concentration under reduced pres... Reactants: Cl.ClC1=C(OCC(OCC)=N)C=CC=C1Cl (ethyl 2-(2,3-dichlorophenoxy)acetimidate hydrochloride), N (ammonia). Run in C(C)O (ethanol). Procedure: 11.8 g (0.041 mole) of ethyl 2-(2,3-dichlorophenoxy)acetimidate hydrochloride are added rapidly to a solution, cooled to 10° C., of 3.5 g (0.21 mole) of ammonia in 100 ml of absolute ethanol. The reaction mixture is left for 3 days at room temperature. After removal of a few suspended particles by filtration, the reaction mixture is concentrated to dryness under reduced pressure. The solid residue obtained is purified by washing with ether and recrystallization from isopropanol. Yld: 8.0 g (75%)... Conditions: time 3 day. The product is Cl.ClC1=C(OCC(=N)N)C=CC=C1Cl (2-(2,3-Dichlorophenoxy)acetamidine hydrochloride). Reaction SMILES: Cl.[Cl:2][C:3]1[C:15]([Cl:16])=[CH:14][CH:13]=[CH:12][C:4]=1[O:5][CH2:6][C:7](=[NH:11])OCC.[NH3:17]>C(O)C>[ClH:2].[Cl:2][C:3]1[C:15]([Cl:16])=[CH:14][CH:13]=[CH:12][C:4]=1[O:5][CH2:6][C:7]([NH2:11])=[NH:17] |f:0.1,4.5|. The reactants are COC1=CC=C(C=C1)CC(CCCC)=O (1-(4-methoxyphenyl)hexanone). Solvent: C(C)(=O)O (acetic acid), Br (HBr). Product: OC1=CC=C(C=C1)CC(CCCC)=O (1-(4-hydroxyphenyl)-hexanone). The yield is 36.5%. RXN SMILES: C[O:2][C:3]1[CH:8]=[CH:7][C:6]([CH2:9][C:10](=[O:15])[CH2:11][CH2:12][CH2:13][CH3:14])=[CH:5][CH:4]=1>C(O)(=O)C.Br>[OH:2][C:3]1[CH:4]=[CH:5][C:6]([CH2:9][C:10](=[O:15])[CH2:11][CH2:12][CH2:13][CH3:14])=[CH:7][CH:8]=1. Procedure: A solution of 1-(4-methoxyphenyl)hexanone (5 g) in acetic acid (50 ml) and 48% HBr was heated overnight at 120°. The reaction mixture was poured onto ice and extracted with ethylacetate (500 ml). The ethyl acetate layer was washed with NaHCO3 (200 ml), dried, and evaporated. Chromatography of the residue using 30% ethylacetate in hexane afforded 1.7 g of the title compound.